From a dataset of the Open Reaction Database (ORD), a public repository of structured organic reaction records. describe an organic reaction: reactants, conditions, products, and yield Product: CC1=C(c2ccccc2)C(=O)N(C(C)(C)C(O)C2C=CCCC2)CO1. RXN SMILES: [Br:1][CH:2]1[CH:3]=[CH:4][CH2:5][CH2:6][CH2:7]1.[CH3:27][CH2:28][O:29][C:30](=[O:31])[CH3:32].[CH3:8][C:9]1=[C:10]([c:21]2[cH:22][cH:23][cH:24][cH:25][cH:26]2)[C:11](=[O:20])[N:12]([C:15]([CH:16]=[O:17])([CH3:18])[CH3:19])[CH2:13][O:14]1.[O:34]1[CH2:35][CH2:36][CH2:37][CH2:38]1.[OH2:33].[Zn:39]>>[CH:2]1([CH:16]([C:15]([N:12]2[C:11](=[O:20])[C:10]([c:21]3[cH:22][cH:23][cH:24][cH:25][cH:26]3)=[C:9]([CH3:8])[O:14][CH2:13]2)([CH3:18])[CH3:19])[OH:17])[CH:3]=[CH:4][CH2:5][CH2:6][CH2:7]1. Reactants: BrC1C=CCCC1, CCOC(C)=O, CC1=C(c2ccccc2)C(=O)N(C(C)(C)C=O)CO1, C1CCOC1, O, [Zn]. Starting materials: N(C1=CC=CC=C1)C1=NC(=CC(=N1)C)C#CC (2-Anilino-4-methyl-6-(1-propynyl)pyrimidine), [H-].[Na+] (sodium hydride), O1CCCC1 (tetrahydrofuran). Run at time 30 minute. Product: COCN(C1=CC=CC=C1)C1=NC(=CC(=N1)C)C#CC (2-(N-methoxymethylanilino)-4-methyl-6-(1-propynyl)pyrimidine). The yield is 63.0%. RXN SMILES: [NH:1]([C:8]1[N:13]=[C:12]([CH3:14])[CH:11]=[C:10]([C:15]#[C:16][CH3:17])[N:9]=1)[C:2]1[CH:7]=[CH:6][CH:5]=[CH:4][CH:3]=1.[H-].[Na+].[O:20]1[CH2:24]CC[CH2:21]1>>[CH3:21][O:20][CH2:24][N:1]([C:8]1[N:13]=[C:12]([CH3:14])[CH:11]=[C:10]([C:15]#[C:16][CH3:17])[N:9]=1)[C:2]1[CH:3]=[CH:4][CH:5]=[CH:6][CH:7]=1 |f:1.2|. Procedure: 2-Anilino-4-methyl-6-(1-propynyl)pyrimidine (2.2 g) was added to a suspension in 50 ml of tetrahydrofuran of 0.5 g of sodium hydride (60%) of which oily component was removed with n-hexane, and the mixture was stirred for 30 minutes at 50°-55° C. After cooling to room temperature, 1.0 g of chloromethyl methyl ether was added to the mixture and stirred for 3 hours. The reaction mixture was poured into water and extracted with 150 ml of toluene. the toluene layer was washed with water, dried over ... Reactants: C1CCOC1, [Li]CCCC, COC(=O)Cl, Clc1ccnc2ccsc12. The product is COC(=O)c1cc2nccc(Cl)c2s1. As a reaction SMILES: [CH2:21]1[O:22][CH2:23][CH2:24][CH2:25]1.[CH3:11][CH2:12][CH2:13][CH2:14][Li:15].[Cl:16][C:17](=[O:18])[O:19][CH3:20].[Cl:1][c:2]1[c:3]2[c:4]([n:5][cH:6][cH:7]1)[cH:8][cH:9][s:10]2>>[Cl:1][c:2]1[c:3]2[c:4]([n:5][cH:6][cH:7]1)[cH:8][c:9]([C:17](=[O:18])[O:19][CH3:20])[s:10]2.